This data is from the Open Reaction Database (ORD), a public repository of structured organic reaction records. The task is: describe an organic reaction: reactants, conditions, products, and yield Reactants: CC(C)(C)OC(=O)N1CCC(O)C1, C1CCC2=NCCCN2CC1, CCOC(=O)c1cn(C2CC2)c2cc(F)c(F)cc2c1=O, [H-], [Na+], CN(C)C=O. Yields the product CCOC(=O)c1cn(C2CC2)c2cc(OC3CCN(C(=O)OC(C)(C)C)C3)c(F)cc2c1=O. Reaction SMILES: [C:22]([CH3:23])([CH3:24])([CH3:25])[O:26][C:27](=[O:28])[N:29]1[CH2:30][CH:31]([OH:34])[CH2:32][CH2:33]1.[CH2:35]1[CH2:36][CH2:37][C:38]2=[N:43][CH2:42][CH2:41][CH2:40][N:39]2[CH2:44][CH2:45]1.[CH:1]1([n:4]2[cH:5][c:6]([C:17](=[O:18])[O:19][CH2:20][CH3:21])[c:7](=[O:16])[c:8]3[cH:9][c:10]([F:15])[c:11]([F:14])[cH:12][c:13]23)[CH2:2][CH2:3]1.[H-:46].[Na+:47].[O:48]=[CH:49][N:50]([CH3:51])[CH3:52]>>[CH:1]1([n:4]2[cH:5][c:6]([C:17](=[O:18])[O:19][CH2:20][CH3:21])[c:7](=[O:16])[c:8]3[cH:9][c:10]([F:15])[c:11]([O:34][CH:31]4[CH2:30][N:29]([C:27]([O:26][C:22]([CH3:23])([CH3:24])[CH3:25])=[O:28])[CH2:33][CH2:32]4)[cH:12][c:13]23)[CH2:2][CH2:3]1. The reactants are NC1=NC=C(C=C1S(=O)(=O)N)B1OC(C(O1)(C)C)(C)C (2-amino-5-(4,4,5,5-tetramethyl-1,3,2-dioxaborolan-2-yl)-3-pyridinesulfonamide), C([O-])([O-])=O.[K+].[K+] (potassium carbonate), IC1=CC=NC2=CC=C(C=C12)Br (4-iodo-6-bromoquinoline), CC1(OB(OC1(C)C)C=1C=C(C=CC1)S(=O)(=O)N)C (3-(4,4,5,5-tetramethyl-1,3,2-dioxaborolan-2-yl)benzenesulfonamide), C([O-])([O-])=O.[K+].[K+] (potassium carbonate). Reagents/catalysts: C1=CC=C(C=C1)[PH+](C2=CC=CC=C2)[C]3[CH][CH][CH][CH]3.C1=CC=C(C=C1)[PH+](C2=CC=CC=C2)[C]3[CH][CH][CH][CH]3.C(Cl)Cl.Cl[Pd]Cl.[Fe] (Dichloro-[1,1′bis(diphenylphosphino) ferrocene]Palladium (II) dichloromethane adduct), C1=CC=C(C=C1)[PH+](C2=CC=CC=C2)[C]3[CH][CH][CH][CH]3.C1=CC=C(C=C1)[PH+](C2=CC=CC=C2)[C]3[CH][CH][CH][CH]3.C(Cl)Cl.Cl[Pd]Cl.[Fe] (dichloro-[1,1′bis(diphenylphosphino) ferrocene]palladium (II) dichloromethane adduct). The solvent is O1CCOCC1 (dioxane). Yields the product NC1=NC=C(C=C1S(=O)(=O)N)C=1C=C2C(=CC=NC2=CC1)C1=CC(=CC=C1)S(=O)(=O)N (2-amino-5-{4-[3-(aminosulfonyl)phenyl]-6-quinolinyl}-3-pyridinesulfonamide). The yield is 33.6%. Reaction SMILES: I[C:2]1[C:11]2[C:6](=[CH:7][CH:8]=[C:9](Br)[CH:10]=2)[N:5]=[CH:4][CH:3]=1.CC1(C)C(C)(C)OB([C:21]2[CH:22]=[C:23]([S:27]([NH2:30])(=[O:29])=[O:28])[CH:24]=[CH:25][CH:26]=2)O1.C(=O)([O-])[O-].[K+].[K+].[NH2:38][C:39]1[C:44]([S:45]([NH2:48])(=[O:47])=[O:46])=[CH:43][C:42](B2OC(C)(C)C(C)(C)O2)=[CH:41][N:40]=1>O1CCOCC1.C1C=CC([PH+]([C]2[CH][CH][CH][CH]2)C2C=CC=CC=2)=CC=1.C1C=CC([PH+]([C]2[CH][CH][CH][CH]2)C2C=CC=CC=2)=CC=1.C(Cl)Cl.Cl[Pd]Cl.[Fe]>[NH2:38][C:39]1[C:44]([S:45]([NH2:48])(=[O:46])=[O:47])=[CH:43][C:42]([C:9]2[CH:10]=[C:11]3[C:6](=[CH:7][CH:8]=2)[N:5]=[CH:4][CH:3]=[C:2]3[C:21]2[CH:26]=[CH:25][CH:24]=[C:23]([S:27]([NH2:30])(=[O:28])=[O:29])[CH:22]=2)=[CH:41][N:40]=1 |f:2.3.4,7.8.9.10.11,^1:68,69,70,71,72,86,87,88,89,90|. Procedure: A mixture of 4-iodo-6-bromoquinoline (1.18 g, 3.53 mmol), 3-(4,4,5,5-tetramethyl-1,3,2-dioxaborolan-2-yl)benzenesulfonamide (1 g, 3.53 mmol), dichloro-[1,1′bis(diphenylphosphino) ferrocene]palladium (II) dichloromethane adduct (177 mg, 0.176 mmol), 2 M potassium carbonate (5 mL), in dioxane (15 mL) was heated at 100° C. for 1.5 h and cooled to room temperature. LCMS indicated the reaction was finished. To the finished reaction was added 2-amino-5-(4,4,5,5-tetramethyl-1,3,2-dioxaborolan-2-yl)-3-p... Reactants: COC1=CC=C2C(C(=C(SC2=C1)CC1=CC=C(C=C1)C(=O)OC)C1=CC=C(C(=O)OC)C=C1)=O (methyl 4-(7-methoxy-2-(4-(methoxycarbonyl)benzyl)-4-oxo-4H-thiochromen-3-yl)benzoate), [Cl-].[Cl-].[Cl-].[Al+3] (Aluminum trichloride), Intermediate E. The solvent is CCOC(=O)C (EtOAc). Reaction conditions: temperature 130 celsius. The product is C(=O)(O)C1=CC=C(CC=2SC3=CC(=CC=C3C(C2C2=CC=C(C(=O)O)C=C2)=O)O)C=C1 (4-(2-(4-carboxybenzyl)-7-hydroxy-4-oxo-4H-thiochromen-3-yl)benzoic acid). Isolated yield 21.0%. As a reaction SMILES: C[O:2][C:3]1[CH:12]=[C:11]2[C:6]([C:7](=[O:34])[C:8]([C:24]3[CH:33]=[CH:32][C:27]([C:28]([O:30]C)=[O:29])=[CH:26][CH:25]=3)=[C:9]([CH2:13][C:14]3[CH:19]=[CH:18][C:17]([C:20]([O:22]C)=[O:21])=[CH:16][CH:15]=3)[S:10]2)=[CH:5][CH:4]=1.[Cl-].[Cl-].[Cl-].[Al+3]>CCOC(C)=O>[C:20]([C:17]1[CH:16]=[CH:15][C:14]([CH2:13][C:9]2[S:10][C:11]3[C:6]([C:7](=[O:34])[C:8]=2[C:24]2[CH:33]=[CH:32][C:27]([C:28]([OH:30])=[O:29])=[CH:26][CH:25]=2)=[CH:5][CH:4]=[C:3]([OH:2])[CH:12]=3)=[CH:19][CH:18]=1)([OH:22])=[O:21] |f:1.2.3.4|. Procedure: Synthesis: Step 1: Synthesis of methyl 4-(7-methoxy-2-(4-(methoxycarbonyl)benzyl)-4-oxo-4H-thiochromen-3-yl)benzoate. Aluminum trichloride (253 mg, 1.9 mmol) was added to Intermediate E (methyl 4-(2-(3-methoxyphenylthio)-2-oxoethyl)benzoate) (500 mg, 1.58 mmol) and the mixture was heated at 130° C. for 1 hour. After cooling to room temperature, the reaction mixture was dissolved in EtOAc (50 ml) and washed with 1 N icy HCl (25 ml×2), water (25 ml) and brine (25 ml), dried over Na2SO4, filtered a...